From a dataset of the Open Reaction Database (ORD), a public repository of structured organic reaction records. describe an organic reaction: reactants, conditions, products, and yield Reactants: c1ccc(CNc2ccccc2)cc1, O=P(Cl)(Cl)C1CCCC1. The product is O=P1(C2CCCC2)c2ccccc2CN1c1ccccc1. As a reaction SMILES: [CH2:1]([c:2]1[cH:3][cH:4][cH:5][cH:6][cH:7]1)[NH:8][c:9]1[cH:10][cH:11][cH:12][cH:13][cH:14]1.[CH:15]1([P:20](=[O:21])([Cl:22])[Cl:23])[CH2:16][CH2:17][CH2:18][CH2:19]1>>[CH2:1]1[c:2]2[c:3]([cH:4][cH:5][cH:6][cH:7]2)[P:20]([CH:15]2[CH2:16][CH2:17][CH2:18][CH2:19]2)(=[O:21])[N:8]1[c:9]1[cH:10][cH:11][cH:12][cH:13][cH:14]1. Reactants: Brc1ncccn1, CC#N, O=Cc1ccc(B(O)O)cc1, [Na+], [Na+], O=C([O-])[O-], O, c1ccc(P(c2ccccc2)(c2ccccc2)[Pd](P(c2ccccc2)(c2ccccc2)c2ccccc2)(P(c2ccccc2)(c2ccccc2)c2ccccc2)P(c2ccccc2)(c2ccccc2)c2ccccc2)cc1. Product: O=Cc1ccc(-c2ncccn2)cc1. RXN SMILES: [Br:12][c:13]1[n:14][cH:15][cH:16][cH:17][n:18]1.[CH3:25][C:26]#[N:27].[CH:1](=[O:2])[c:3]1[cH:4][cH:5][c:6]([B:9]([OH:10])[OH:11])[cH:7][cH:8]1.[Na+:19].[Na+:20].[O-:21][C:22](=[O:23])[O-:24].[OH2:28].[cH:29]1[cH:30][cH:31][c:32]([P:33]([Pd:34]([P:35]([c:36]2[cH:37][cH:38][cH:39][cH:40][cH:41]2)([c:42]2[cH:43][cH:44][cH:45][cH:46][cH:47]2)[c:48]2[cH:49][cH:50][cH:51][cH:52][cH:53]2)([P:54]([c:55]2[cH:56][cH:57][cH:58][cH:59][cH:60]2)([c:61]2[cH:62][cH:63][cH:64][cH:65][cH:66]2)[c:67]2[cH:68][cH:69][cH:70][cH:71][cH:72]2)[P:73]([c:74]2[cH:75][cH:76][cH:77][cH:78][cH:79]2)([c:80]2[cH:81][cH:82][cH:83][cH:84][cH:85]2)[c:86]2[cH:87][cH:88][cH:89][cH:90][cH:91]2)([c:92]2[cH:93][cH:94][cH:95][cH:96][cH:97]2)[c:98]2[cH:99][cH:100][cH:101][cH:102][cH:103]2)[cH:104][cH:105]1>>[CH:1](=[O:2])[c:3]1[cH:4][cH:5][c:6](-[c:13]2[n:14][cH:15][cH:16][cH:17][n:18]2)[cH:7][cH:8]1. Starting materials: FC1=CC=C(C=C1)C1=CC=C(C=C1)CN1C(C2=CC=C(C=C2CC1)OCCNO)=O (2-(4'-fluoro-4-biphenylylmethyl)-6-[2-(N-hydroxyamino)ethoxy]-1-oxo-1,2,3,4-tetrahydroisoquinoline), C[Si](C)(C)N=C=O (trimethylsilylisocyanate). The solvent is O1CCOCC1 (1,4-dioxane), C(Cl)Cl (methylene chloride), O (H2O). Conditions: time 8 hour. Yields the product FC1=CC=C(C=C1)C1=CC=C(C=C1)CN1C(C2=CC=C(C=C2CC1)OCCN(O)C(=O)N)=O (2-(4'-fluoro-4-biphenylylmethyl)-6-[2-(N-aminocarbonyl-N-hydroxyamino)-ethoxy]-1-oxo-1,2,3,4-tetrahydroisoquinoline). As a reaction SMILES: [F:1][C:2]1[CH:7]=[CH:6][C:5]([C:8]2[CH:13]=[CH:12][C:11]([CH2:14][N:15]3[CH2:24][CH2:23][C:22]4[C:17](=[CH:18][CH:19]=[C:20]([O:25][CH2:26][CH2:27][NH:28][OH:29])[CH:21]=4)[C:16]3=[O:30])=[CH:10][CH:9]=2)=[CH:4][CH:3]=1.C[Si]([N:35]=[C:36]=[O:37])(C)C>O1CCOCC1.C(Cl)Cl.O>[F:1][C:2]1[CH:3]=[CH:4][C:5]([C:8]2[CH:13]=[CH:12][C:11]([CH2:14][N:15]3[CH2:24][CH2:23][C:22]4[C:17](=[CH:18][CH:19]=[C:20]([O:25][CH2:26][CH2:27][N:28]([C:36]([NH2:35])=[O:37])[OH:29])[CH:21]=4)[C:16]3=[O:30])=[CH:10][CH:9]=2)=[CH:6][CH:7]=1. Procedure details: To a solution of 2-(4'-fluoro-4-biphenylylmethyl)-6-[2-(N-hydroxyamino)ethoxy]-1-oxo-1,2,3,4-tetrahydroisoquinoline (~22.5 mmol) in 1,4-dioxane (50 ml) and methylene chloride (30 ml), is added trimethylsilylisocyanate (3.36 ml). The reaction mixture is stirred at room temperature overnight and is subsequently diluted with H2O (500 ml). The resulting solution is extracted with EtOAc (2×400 ml) and the combined EtOAc portions washed with 2N HCl (800 ml), saturated NaCl solution (800 ml), dried ove... The reactants are C1(CCCCC1)C(CC(=O)NCCC(C)(C)C)NCC1=CC(=NC=C1[N+](=O)[O-])OC1=CC=CC=C1 (3-cyclohexyl-N-(3,3-dimethyl-butyl)-3-[(5-nitro-2-phenoxy-pyridin-4-ylmethyl)-amino]-propionamide), [H][H] (hydrogen). Reagents/catalysts: [Pd] (Pd/C). The solvent is C(C)(=O)OCC (ethyl acetate), C(C)O (ethanol). Reaction conditions: temperature -78 celsius, time 3.5 hour. Yields the product NC=1C(=CC(=NC1)OC1=CC=CC=C1)CNC(CC(=O)NCCC(C)(C)C)C1CCCCC1 (3-[(5-Amino-2-phenoxy-pyridin-4-ylmethyl)-amino]-3-cyclohexyl-N-(3,3-dimethyl-butyl)-propionamide). RXN SMILES: [CH:1]1([CH:7]([NH:18][CH2:19][C:20]2[C:25]([N+:26]([O-])=O)=[CH:24][N:23]=[C:22]([O:29][C:30]3[CH:35]=[CH:34][CH:33]=[CH:32][CH:31]=3)[CH:21]=2)[CH2:8][C:9]([NH:11][CH2:12][CH2:13][C:14]([CH3:17])([CH3:16])[CH3:15])=[O:10])[CH2:6][CH2:5][CH2:4][CH2:3][CH2:2]1.[H][H]>C(OCC)(=O)C.C(O)C.[Pd]>[NH2:26][C:25]1[C:20]([CH2:19][NH:18][CH:7]([CH:1]2[CH2:2][CH2:3][CH2:4][CH2:5][CH2:6]2)[CH2:8][C:9]([NH:11][CH2:12][CH2:13][C:14]([CH3:15])([CH3:16])[CH3:17])=[O:10])=[CH:21][C:22]([O:29][C:30]2[CH:35]=[CH:34][CH:33]=[CH:32][CH:31]=2)=[N:23][CH:24]=1. Reported procedure: In a Parr bottle 10% Pd/C (0.42 g) was added and cooled to −78° C., then a solution of 3-cyclohexyl-N-(3,3-dimethyl-butyl)-3-[(5-nitro-2-phenoxy-pyridin-4-ylmethyl)-amino]-propionamide (0.42 g, 0.87 mmol) in ethyl acetate (5 mL) and ethanol (20 mL) was added. The resulting mixture was subjected to hydrogen atmosphere and shaken for 3.5 h. The hydrogen was purged with nitrogen, then the reaction mixture was filtered (glass fiber filter paper) and the solvent was evaporated under reduced pressure ... The product is N1C(=CC2=CC=CC=C12)N (indole-amine). RXN SMILES: Cl.C(OC([C:12]1[C:20]2[C:15](=[CH:16][CH:17]=[C:18](OC3CCNC3)[CH:19]=2)[NH:14][C:13]=1C)=O)C1C=CC=CC=1.CC(C)=O.C([BH3-])#[N:33].[Na+]>CO>[NH:14]1[C:15]2[C:20](=[CH:19][CH:18]=[CH:17][CH:16]=2)[CH:12]=[C:13]1[NH2:33] |f:0.1,3.4|. Solvent: CO (methanol). Conditions: time 24 hour. Isolated yield 189.2%. Reported procedure: Crude 2-methyl-5-(pyrrolidin-3-yloxy)-1H-indole-3-carboxylic acid benzyl ester, hydrochloride (0.040 g, 0.100 mmol, 1 eq, Example 47, Step A) was suspended in methanol (5 mL). Acetone (0.100 mL) was added followed by the addition of sodium cyanoborohydride (0.013 g, 0.2 mmol, 2.0 eq). The reaction mixture was kept at pH 6 and stirred at room temperature. After 24 hours, the reaction was quenched with aqueous sodium bicarbonate, extracted several times with CH2Cl2. The combined organic layers wer... Reactants: Cl.C(C1=CC=CC=C1)OC(=O)C1=C(NC2=CC=C(C=C12)OC1CNCC1)C (2-Methyl-5-(pyrrolidin-3-yloxy)-1H-indole-3-carboxylic acid benzyl ester, hydrochloride), CC(=O)C (Acetone), C(#N)[BH3-].[Na+] (sodium cyanoborohydride). Starting materials: CN1CCNCC1 (N-methylpiperazine), CC=1N=C2N(C(=NC3=C(C2)C=CC=C3)SC#N)N1 (2-methyl-5-cyanothio-11H-1,2,4-triazolo[2,3-c][1,3]benzodiazepine), O (water). Run in CN(P(=O)(N(C)C)N(C)C)C (hexamethylphosphoramide). Conditions: time 4 hour. Product: CC=1N=C2N(C(=NC3=C(C2)C=CC=C3)N3CCN(CC3)C)N1 (2-methyl-5-(4-methyl-1-piperazinyl)-11H-1,2,4-triazolo[2,3-c][1,3]benzodiazepine). As a reaction SMILES: [CH3:1][C:2]1[N:3]=[C:4]2[CH2:10][C:9]3[CH:11]=[CH:12][CH:13]=[CH:14][C:8]=3[N:7]=[C:6](SC#N)[N:5]2[N:18]=1.[CH3:19][N:20]1[CH2:25][CH2:24][NH:23][CH2:22][CH2:21]1.O>CN(C)P(N(C)C)(N(C)C)=O>[CH3:1][C:2]1[N:3]=[C:4]2[CH2:10][C:9]3[CH:11]=[CH:12][CH:13]=[CH:14][C:8]=3[N:7]=[C:6]([N:23]3[CH2:24][CH2:25][N:20]([CH3:19])[CH2:21][CH2:22]3)[N:5]2[N:18]=1. Procedure details: To a solution of 6.25 g of 2-methyl-5-cyanothio-11H-1,2,4-triazolo[2,3-c][1,3]benzodiazepine in 7.3 ml of hexamethylphosphoramide is added dropwise, at 0°, 4.94 g of N-methylpiperazine over a period of 5 minutes. The mixture is stirred at room temperature for 4 hours, poured into water and extracted with ethyl acetate. The organic extracts are washed with water, dried over magnesium sulfate and evaporated to dryness to give 2-methyl-5-(4-methyl-1-piperazinyl)-11H-1,2,4-triazolo[2,3-c][1,3]benzod... Procedure: 30 g (0.12 mol) of 2-anthraquinonecarboxylic acid are suspended in 100 ml of thionyl chloride at 0° C., with exclusion of moisture. After 2 ml of N,N-dimethylformamide (DMF) have been added, the mixture is heated slowly to the reflux temperature. A clear solution is formed. Excess thionyl chloride is removed by distillation in vacuo, and the residue is recrystallised from toluene. 27 g of 2-anthraquinonecarboxylic acid chloride are obtained. A mixture of 17 g (0.15 mol) of hydroxyethyl methacryl... Reactants: C1=C(C=CC=2C(C3=CC=CC=C3C(C12)=O)=O)C(=O)O (2-anthraquinonecarboxylic acid), CN(C=O)C (N,N-dimethylformamide), S(=O)(Cl)Cl (thionyl chloride). Product: C1=C(C=CC=2C(C3=CC=CC=C3C(C12)=O)=O)C(=O)Cl (2-anthraquinonecarboxylic acid chloride). RXN SMILES: [CH:1]1[C:14]2[C:13](=[O:15])[C:12]3[C:7](=[CH:8][CH:9]=[CH:10][CH:11]=3)[C:6](=[O:16])[C:5]=2[CH:4]=[CH:3][C:2]=1[C:17]([OH:19])=O.CN(C)C=O.S(Cl)([Cl:27])=O>>[CH:1]1[C:14]2[C:13](=[O:15])[C:12]3[C:7](=[CH:8][CH:9]=[CH:10][CH:11]=3)[C:6](=[O:16])[C:5]=2[CH:4]=[CH:3][C:2]=1[C:17]([Cl:27])=[O:19]. The reactants are ClCCCBr, COc1cc(O)c(Br)cc1-c1ccc(F)cc1. Yields the product COc1cc(OCCCCl)c(Br)cc1-c1ccc(F)cc1. RXN SMILES: [Br:18][CH2:19][CH2:20][CH2:21][Cl:22].[CH3:1][O:2][c:3]1[c:4](-[c:11]2[cH:12][cH:13][c:14]([F:17])[cH:15][cH:16]2)[cH:5][c:6]([Br:10])[c:7]([OH:9])[cH:8]1>>[CH3:1][O:2][c:3]1[c:4](-[c:11]2[cH:12][cH:13][c:14]([F:17])[cH:15][cH:16]2)[cH:5][c:6]([Br:10])[c:7]([O:9][CH2:19][CH2:20][CH2:21][Cl:22])[cH:8]1.